This data is from the Open Reaction Database (ORD), a public repository of structured organic reaction records. The task is: describe an organic reaction: reactants, conditions, products, and yield Reactants: CC(=O)O[BH-](OC(C)=O)OC(C)=O, COc1ccc(CN)cc1, CC(=O)O, O=Cc1cc(Cl)ccc1-c1cnsn1, ClCCCl, [Na+]. Yields the product COc1ccc(CNCc2cc(Cl)ccc2-c2cnsn2)cc1. RXN SMILES: [C:29]([O:30][BH-:31]([O:32][C:33](=[O:34])[CH3:35])[O:36][C:37](=[O:38])[CH3:39])(=[O:40])[CH3:41].[CH3:15][O:16][c:17]1[cH:18][cH:19][c:20]([CH2:21][NH2:22])[cH:23][cH:24]1.[CH3:25][C:26](=[O:27])[OH:28].[Cl:1][c:2]1[cH:3][cH:4][c:5](-[c:10]2[n:11][s:12][n:13][cH:14]2)[c:6]([CH:7]=[O:8])[cH:9]1.[Cl:43][CH2:44][CH2:45][Cl:46].[Na+:42]>>[Cl:1][c:2]1[cH:3][cH:4][c:5](-[c:10]2[n:11][s:12][n:13][cH:14]2)[c:6]([CH2:7][NH:22][CH2:21][c:20]2[cH:19][cH:18][c:17]([O:16][CH3:15])[cH:24][cH:23]2)[cH:9]1. The reactants are ClC=1C=C(CN)C=CC1Cl (3,4-dichlorobenzylamine), ClC=1C2=C(N=C(N1)C1=NC=CN=C1)SC(=C2)Cl (4-chloro-2-(pyrazin-2-yl)-6-chloro-thieno-[2,3-d]-pyrimidine). Yields the product N1=C(C=NC=C1)C=1N=C(C2=C(N1)SC(=C2)Cl)NCC2=CC(=C(C=C2)Cl)Cl (2-(pyrazin-2-yl)-4-(3,4-dichlorobenzylamino)-6-chloro-thieno-[2,3-d]-pyrimidine). RXN SMILES: [Cl:1][C:2]1[CH:3]=[C:4]([CH:7]=[CH:8][C:9]=1[Cl:10])[CH2:5][NH2:6].Cl[C:12]1[C:13]2[CH:26]=[C:25]([Cl:27])[S:24][C:14]=2[N:15]=[C:16]([C:18]2[CH:23]=[N:22][CH:21]=[CH:20][N:19]=2)[N:17]=1>>[N:19]1[CH:20]=[CH:21][N:22]=[CH:23][C:18]=1[C:16]1[N:17]=[C:12]([NH:6][CH2:5][C:4]2[CH:7]=[CH:8][C:9]([Cl:10])=[C:2]([Cl:1])[CH:3]=2)[C:13]2[CH:26]=[C:25]([Cl:27])[S:24][C:14]=2[N:15]=1. Procedure details: With the procedure of Example 1, the reaction of 3,4-dichlorobenzylamine with 4-chloro-2-(pyrazin-2-yl)-6-chloro-thieno-[2,3-d]-pyrimidine yields 2-(pyrazin-2-yl)-4-(3,4-dichlorobenzylamino)-6-chloro-thieno-[2,3-d]-pyrimidine. The reactants are ClC1=CC=C(C(=O)CC(C(=O)N)C#N)C=C1 (3-(p-chlorobenzoyl)-2-cyanopropionamide), CCOCC (ether), C(Cl)(Cl)Cl (chloro-form). The product is ClC=1NC(=CC1C(=O)N)C1=CC=C(C=C1)Cl (2-Chloro-5-(p-chlorophenyl)pyrrole-3-carboxamide). Isolated yield 46.0%. Reaction SMILES: [Cl:1][C:2]1[CH:16]=[CH:15][C:5]([C:6]([CH2:8][CH:9]([C:13]#[N:14])[C:10]([NH2:12])=[O:11])=O)=[CH:4][CH:3]=1.CCOCC.C(Cl)(Cl)[Cl:23]>>[Cl:23][C:13]1[NH:14][C:6]([C:5]2[CH:15]=[CH:16][C:2]([Cl:1])=[CH:3][CH:4]=2)=[CH:8][C:9]=1[C:10]([NH2:12])=[O:11]. Procedure details: Into a mixture of 3-(p-chlorobenzoyl)-2-cyanopropionamide (1.0 g, 0.0042 mol), ether and chloro-form is bubbled dry hydrogen chloride for about 10 minutes. TLC shows no remaining 3-(p-chlorobenzoyl)-2-cyanopropionamide. Solvent is removed in vacuo and the residue is distributed between ethyl acetate and water. The organic phase is separated, washed with water and brine and dried over magnesium sulfate. Solvent is removed and the resulting solid is triturated with ether and collected to give the ... The reactants are CCOC(C)=O, CCO, Nc1cc(Cl)c(C(F)(F)F)cc1[N+](=O)[O-], [Na+], O=C([O-])O, O, O, Cl[Sn]Cl. The product is Nc1cc(Cl)c(C(F)(F)F)cc1N. Reaction SMILES: [CH3:26][CH2:27][O:28][C:29]([CH3:30])=[O:31].[CH3:32][CH2:33][OH:34].[Cl:1][c:2]1[c:3]([C:12]([F:13])([F:14])[F:15])[cH:4][c:5]([N+:9]([O-:10])=[O:11])[c:6]([NH2:8])[cH:7]1.[Na+:25].[O-:21][C:22]([OH:23])=[O:24].[OH2:16].[OH2:17].[Sn:18]([Cl:19])[Cl:20]>>[Cl:1][c:2]1[c:3]([C:12]([F:13])([F:14])[F:15])[cH:4][c:5]([NH2:9])[c:6]([NH2:8])[cH:7]1.